Task: describe an organic reaction: reactants, conditions, products, and yield. Dataset: the Open Reaction Database (ORD), a public repository of structured organic reaction records The reactants are NC(C#N)(C)C (2-amino-2-methylpropanenitrile), NC(C#N)(C)C (2-amino-2-methylpropanenitrile), [OH-].[Na+] (caustic soda), tetra alkyl quaternary ammonium chloride, [Br-].[Na+] (sodium bromide). Yields the product N(=NC(C#N)(C)C)C(C#N)(C)C (2,2'-Azobis(2-methylpropanenitrile)). Reaction SMILES: [NH2:1][C:2]([CH3:6])([CH3:5])[C:3]#[N:4].[OH-].[Na+].[Br-].[Na+]>>[N:1]([C:2]([CH3:6])([CH3:5])[C:3]#[N:4])=[N:1][C:2]([CH3:6])([CH3:5])[C:3]#[N:4] |f:1.2,3.4|. Procedure: By method of Example 2, 2-amino-2-methylpropanenitrile (of 78.5% purity) was dichlorinated and coupled with further 2-amino-2-methylpropanenitrile in the presence of caustic soda and the following combinations of tetra alkyl quaternary ammonium chloride surfactant and added sodium bromide. The yields of title compound obtained were as shown. Reactants: ClC1=NC=CC=C1S(=O)(=O)C (2-chloro-3-methanesulphonylpyridine), C(C)(C)N(C(C)C)CC (N,N-diisopropylethylamine), FC(C=1C=CC(=NC1)NC=1C2=C(N=CN1)CNCC2)(F)F (N-(5-(Trifluoromethyl)pyridine-2-yl)-5,6,7,8-tetrahydropyrido[3,4-d]pyrimidin-4-amine). The solvent is C(C)#N (acetonitrile). Conditions: temperature 150 celsius. The product is CS(=O)(=O)C=1C(=NC=CC1)N1CC=2N=CN=C(C2CC1)NC1=NC=C(C=C1)C(F)(F)F (7-(3-Methanesulphonylpyridin-2-yl)-N-(5-(trifluoromethyl)pyridin-2-yl)-5,6,7,8-tetrahydropyrido[3,4-d]pyrimidin-4-amine). Isolated yield 43.1%. RXN SMILES: [F:1][C:2]([F:21])([F:20])[C:3]1[CH:4]=[CH:5][C:6]([NH:9][C:10]2[C:11]3[CH2:19][CH2:18][NH:17][CH2:16][C:12]=3[N:13]=[CH:14][N:15]=2)=[N:7][CH:8]=1.Cl[C:23]1[C:28]([S:29]([CH3:32])(=[O:31])=[O:30])=[CH:27][CH:26]=[CH:25][N:24]=1.C(N(CC)C(C)C)(C)C>C(#N)C>[CH3:32][S:29]([C:28]1[C:23]([N:17]2[CH2:18][CH2:19][C:11]3[C:10]([NH:9][C:6]4[CH:5]=[CH:4][C:3]([C:2]([F:20])([F:1])[F:21])=[CH:8][N:7]=4)=[N:15][CH:14]=[N:13][C:12]=3[CH2:16]2)=[N:24][CH:25]=[CH:26][CH:27]=1)(=[O:31])=[O:30]. Procedure details: N-(5-(Trifluoromethyl)pyridine-2-yl)-5,6,7,8-tetrahydropyrido[3,4-d]pyrimidin-4-amine (100 mg, 0.34 mmol) was dissolved in a mixture of acetonitrile (2 mL). To the mixture was added 2-chloro-3-methanesulphonylpyridine (122 mg, 0.68 mmol) and N,N-diisopropylethylamine (0.23 mL, 0.68 mmol). The mixture was heated in a sealed tube at 150° C. in microwave (Model, Personal Chemistry) for 16 h. The solvents were removed under vacuum and the residue was dissolved in ethyl acetate and washed with sat. N...